Dataset: the Open Reaction Database (ORD), a public repository of structured organic reaction records. Task: describe an organic reaction: reactants, conditions, products, and yield Reactants: C(C)(C)(C)C=1C(=C(/C=C/C2=C(C(=O)OC)C=C(C=C2)NS(=O)(=O)C)C=C(C1)N1C(NC(C=C1)=O)=O)OC ((E)-methyl 2-(3-tert-butyl-5-(2,4-dioxo-3,4-dihydropyrimidin-1(2H)-yl)-2-methoxystyryl)-5-(methylsulfonamido)benzoate). The reagents and catalysts are [Pd] (Pd/C). Run in CO (MeOH), C1CCOC1 (THF). Reaction conditions: time 16 hour. Product: C(C)(C)(C)C=1C(=C(CCC2=C(C(=O)OC)C=C(C=C2)NS(=O)(=O)C)C=C(C1)N1C(NC(C=C1)=O)=O)OC (methyl 2-(3-tert-butyl-5-(2,4-dioxo-3,4-dihydropyrimidin-1(2H)-yl)-2-methoxyphenethyl)-5-(methylsulfonamido)benzoate). Yield: 68.3%. As a reaction SMILES: [C:1]([C:5]1[C:6]([O:36][CH3:37])=[C:7]([CH:25]=[C:26]([N:28]2[CH:33]=[CH:32][C:31](=[O:34])[NH:30][C:29]2=[O:35])[CH:27]=1)/[CH:8]=[CH:9]/[C:10]1[CH:19]=[CH:18][C:17]([NH:20][S:21]([CH3:24])(=[O:23])=[O:22])=[CH:16][C:11]=1[C:12]([O:14][CH3:15])=[O:13])([CH3:4])([CH3:3])[CH3:2]>CO.C1COCC1.[Pd]>[C:1]([C:5]1[C:6]([O:36][CH3:37])=[C:7]([CH:25]=[C:26]([N:28]2[CH:33]=[CH:32][C:31](=[O:34])[NH:30][C:29]2=[O:35])[CH:27]=1)[CH2:8][CH2:9][C:10]1[CH:19]=[CH:18][C:17]([NH:20][S:21]([CH3:24])(=[O:23])=[O:22])=[CH:16][C:11]=1[C:12]([O:14][CH3:15])=[O:13])([CH3:4])([CH3:2])[CH3:3]. Reported procedure: To a solution of the product from Example 25 (40 mg, 0.076 mmol) in MeOH (2 ml) and THF (2 ml) was added 10% Pd/C (20 mg) and the resulting mixture was stirred at room temperature under 1 atm H2 for 16 h. The mixture was filtered through celite and concentrated in vacuo to give a solid (27.5 mg, 68%). 1H NMR (300 MHz, DMSO-d6) 11.39 (s, 1 H) 9.88 (s, 1 H) 7.61-7.71 (m, 2 H) 7.28-7.36 (m, 2 H) 7.20 (d, J=2.57 Hz, 1 H) 7.13 (d, J=2.94 Hz, 1 H) 5.64 (d, J=7.72 Hz, 1 H) 3.83 (s, 3 H) 3.75 (s, 3 H) 3... Starting materials: O1C=C(C=C1)CN1C=C(C=2C1=NC=CC2)N2CCCCC2 (1-furan-3-ylmethyl-3-piperidinyl-1H-pyrrolo[2,3-b]pyridine), C(C)OC(C1=C(C=CC(=C1)CBr)OC)=O (5-bromomethyl-2-methoxybenzoic acid ethyl ester). Yields the product C(C)OC(C1=C(C=CC(=C1)CN1CCC(CC1)C1=CN(C2=NC=CC=C21)CC2=COC=C2)OC)=O (5-[4-(1-furan-3-ylmethyl-1H pyrrolo[2,3-b]pyridin-3-yl)-piperidin-1-ylmethyl]-2-methoxy-benzoic acid ethyl ester). The yield is 182.4%. RXN SMILES: [O:1]1[CH:5]=[CH:4][C:3]([CH2:6][N:7]2[C:11]3=[N:12][CH:13]=[CH:14][CH:15]=[C:10]3[C:9](N3CCCCC3)=[CH:8]2)=[CH:2]1.[CH2:22]([O:24][C:25](=[O:36])[C:26]1[CH:31]=[C:30]([CH2:32]Br)[CH:29]=[CH:28][C:27]=1[O:34][CH3:35])[CH3:23]>>[CH2:22]([O:24][C:25](=[O:36])[C:26]1[CH:31]=[C:30]([CH2:32][N:12]2[CH2:13][CH2:14][CH:15]([C:9]3[C:10]4[C:11](=[N:12][CH:13]=[CH:14][CH:15]=4)[N:7]([CH2:6][C:3]4[CH:4]=[CH:5][O:1][CH:2]=4)[CH:8]=3)[CH2:10][CH2:11]2)[CH:29]=[CH:28][C:27]=1[O:34][CH3:35])[CH3:23]. Procedure details: This compound was prepared following the procedure described in example 4, part E, starting with 0.62 g (2.2 mmol) of 1-furan-3-ylmethyl-3-piperidinyl-1H-pyrrolo[2,3-b]pyridine and 0.79 g (2.9 mmol) of 5-bromomethyl-2-methoxybenzoic acid ethyl ester. After standard work-up and purification, 0.95 g (91% of yield) of the expected ester were obtained. The reactants are Cl (HCl), FC1=C(C(=O)NC2=CC(=C(C=C2)C(F)(F)F)OCC2N(CCC2)C)C=CC=N1 (2-Fluoro-N-[3-(1-methyl-pyrrolidin-2-ylmethoxy)-4-trifluoromethyl-phenyl]-nicotinamide), C(=O)(C(F)(F)F)O (TFA), NC1=C2CNC(C2=CC=C1)=O (4-amino-2,3-dihydro-isoindol-1-one), [OH-].[Na+] (NaOH). The solvent is C(C)(C)(C)O (tert-butanol). Reaction conditions: temperature 150 celsius. Product: CN1[C@H](CCC1)COC=1C=C(C=CC1C(F)(F)F)NC(=O)C=1C(=NC=CC1)NC1=C2CNC(C2=CC=C1)=O (N-(3-((((2R)-1-Methyl-2-pyrrolidinyl)methyl)oxy)-4-(trifluoromethyl)phenyl)-2-((1-oxo-2,3-dihydro-1H-isoindol-4-yl)amino)-3-pyridinecarboxamide). RXN SMILES: F[C:2]1[N:28]=[CH:27][CH:26]=[CH:25][C:3]=1[C:4]([NH:6][C:7]1[CH:12]=[CH:11][C:10]([C:13]([F:16])([F:15])[F:14])=[C:9]([O:17][CH2:18][CH:19]2[CH2:23][CH2:22][CH2:21][N:20]2[CH3:24])[CH:8]=1)=[O:5].C(O)(C(F)(F)F)=O.[NH2:36][C:37]1[CH:45]=[CH:44][CH:43]=[C:42]2[C:38]=1[CH2:39][NH:40][C:41]2=[O:46].Cl.[OH-].[Na+]>C(O)(C)(C)C>[CH3:24][N:20]1[CH2:21][CH2:22][CH2:23][C@@H:19]1[CH2:18][O:17][C:9]1[CH:8]=[C:7]([NH:6][C:4]([C:3]2[C:2]([NH:36][C:37]3[CH:45]=[CH:44][CH:43]=[C:42]4[C:38]=3[CH2:39][NH:40][C:41]4=[O:46])=[N:28][CH:27]=[CH:26][CH:25]=2)=[O:5])[CH:12]=[CH:11][C:10]=1[C:13]([F:16])([F:15])[F:14] |f:4.5|. Procedure details: 2-Fluoro-N-[3-(1-methyl-pyrrolidin-2-ylmethoxy)-4-trifluoromethyl-phenyl]-nicotinamide (402 mg, 1.0116 mmol) was dissolved in tert-butanol (1 mL). To this mix was added TFA (115 mg, 1.0116 mmol) and 4-amino-2,3-dihydro-isoindol-1-one (450 mg, 3.035 mmol). The mix was heated for 6 h at 150° C., allowing the solvent to boil off. The reaction was cooled to RT, dissolved into 1N aqueous HCl, basified to pH 10 with solid NaOH, extracted twice with EtOAc, and dried over Na2SO4. The product precipitate... The reactants are COC(C(C1=CNC2=NC=CC=C21)=O)=O (oxo-(1H-pyrrolo[2,3-b]-pyridine-3-yl)-acetic acid methyl ester), [OH-].[K+] (KOH). Run in O.NN (hydrazine monohydrate). Reaction conditions: temperature 80 celsius, time 1 hour. The product is COC(CC1=CNC2=NC=CC=C21)=O ((1H-pyrrolo[2,3-b]pyridine-3-yl)-acetic acid methyl ester). As a reaction SMILES: [CH3:1][O:2][C:3](=[O:15])[C:4](=O)[C:5]1[C:13]2[C:8](=[N:9][CH:10]=[CH:11][CH:12]=2)[NH:7][CH:6]=1.[OH-].[K+]>O.NN>[CH3:1][O:2][C:3](=[O:15])[CH2:4][C:5]1[C:13]2[C:8](=[N:9][CH:10]=[CH:11][CH:12]=2)[NH:7][CH:6]=1 |f:1.2,3.4|. Procedure: A mixture of oxo-(1H-pyrrolo[2,3-b]-pyridine-3-yl)-acetic acid methyl ester (0.300 g, 1.47 mmol) is refluxed in hydrazine monohydrate (10 mL) for 1 hour to give a solution. KOH pellets (0.300 g, 5.35 mmol) are added and reflux is continued for 1 hour. The reaction mixture is evaporated to dryness in vacuo. To the residue is added dry MeOH (10 mL) and the solution is cooled in an ice bath. Concentrated H2SO4 (0.5 mL) is carefully added and the reaction mixture is refluxed at 80° C. for 1 hour. Th...